Dataset: the Open Reaction Database (ORD), a public repository of structured organic reaction records. Task: describe an organic reaction: reactants, conditions, products, and yield Starting materials: C[Si](C)(C)[N-][Si](C)(C)C, CC(=O)O, Cc1ccccc1, [Li+], CC(C)(C)OC(=O)N1CCC(=O)CC1, O, O=C(CCC1CCCO1)n1ccnc1. Product: CC(C)(C)OC(=O)N1CCC(=O)C(C(=O)CCC2CCCO2)C1. RXN SMILES: [CH3:1][Si:2]([N-:3][Si:4]([CH3:5])([CH3:6])[CH3:7])([CH3:8])[CH3:9].[CH3:39][C:40](=[O:41])[OH:42].[CH3:43][c:44]1[cH:45][cH:46][cH:47][cH:48][cH:49]1.[Li+:10].[O:11]=[C:12]1[CH2:13][CH2:14][N:15]([C:18](=[O:19])[O:20][C:21]([CH3:22])([CH3:23])[CH3:24])[CH2:16][CH2:17]1.[OH2:50].[n:25]1([C:30]([CH2:31][CH2:32][CH:33]2[O:34][CH2:35][CH2:36][CH2:37]2)=[O:38])[cH:26][cH:27][n:28][cH:29]1>>[O:11]=[C:12]1[CH2:13][CH2:14][N:15]([C:18](=[O:19])[O:20][C:21]([CH3:22])([CH3:23])[CH3:24])[CH2:16][CH:17]1[C:30]([CH2:31][CH2:32][CH:33]1[O:34][CH2:35][CH2:36][CH2:37]1)=[O:38]. The product is BrC1=CC(=CC=2NC(=NC21)C(F)(F)F)[N+](=O)[O-] (4-bromo-6-nitro-2-(trifluoromethyl)-1H-benzo[d]imidazole). Conditions: temperature 85 celsius. Procedure: In a 250 mL round-bottom flask a mixture of 3-bromo-5-nitrobenzene-1,2-diamine (10 g, 43.1 mmol) and TFA (23.24 mL, 302 mmol) was heated to 85° C. for 17 hours. The mixture was allowed to cool to RT, and then was concentrated in vacuo to remove the excess TFA. The residue was partitioned between water (100 mL) and ether (100 mL; not soluble in dichloromethane). The phases were separated, and the organic layer was dried over Na2SO4, then filtered and concentrated in vacuo to provide 4-bromo-6-nit... Reaction SMILES: [Br:1][C:2]1[CH:7]=[C:6]([N+:8]([O-:10])=[O:9])[CH:5]=[C:4]([NH2:11])[C:3]=1[NH2:12].[C:13](O)([C:15]([F:18])([F:17])[F:16])=O>>[Br:1][C:2]1[C:3]2[N:12]=[C:13]([C:15]([F:18])([F:17])[F:16])[NH:11][C:4]=2[CH:5]=[C:6]([N+:8]([O-:10])=[O:9])[CH:7]=1. The yield is 53.1%. Reactants: BrC1=C(C(=CC(=C1)[N+](=O)[O-])N)N (3-bromo-5-nitrobenzene-1,2-diamine), C(=O)(C(F)(F)F)O (TFA).